Task: describe an organic reaction: reactants, conditions, products, and yield. Dataset: the Open Reaction Database (ORD), a public repository of structured organic reaction records Reactants: C(C)(C)(C)OC(NC1=NC=C(C=C1)CN1C[C@@H](CC1)O)=O ([5-((R)-3-hydroxy-pyrrolidin-1-ylmethyl)-pyridin-2-yl]-carbamic acid tert-butyl ester), solution, Cl (HCl), CO (MeOH). Solvent: O1CCOCC1 (dioxane). The product is NC1=CC=C(C=N1)CN1C[C@@H](CC1)O ((R)-1-(6-Amino-pyridin-3-ylmethyl)-pyrrolidin-3-ol). Yield: 89.8%. Reaction SMILES: C(OC(=O)[NH:7][C:8]1[CH:13]=[CH:12][C:11]([CH2:14][N:15]2[CH2:19][CH2:18][C@@H:17]([OH:20])[CH2:16]2)=[CH:10][N:9]=1)(C)(C)C.Cl.CO>O1CCOCC1>[NH2:7][C:8]1[N:9]=[CH:10][C:11]([CH2:14][N:15]2[CH2:19][CH2:18][C@@H:17]([OH:20])[CH2:16]2)=[CH:12][CH:13]=1. Procedure details: A mixture of [5-((R)-3-hydroxy-pyrrolidin-1-ylmethyl)-pyridin-2-yl]-carbamic acid tert-butyl ester (Step 100.2) (210 mg, 0.72 mmol), a 4 N solution of HCl in dioxane (2 mL), and MeOH (2 mL) was stirred for 16 h at rt and concentrated. The residue was purified by silica gel column chromatography (DCM/MeOH/NH3aq, 89:10:1) to afford 125 mg of the title compound as a yellow oil. Title compound: ESI-MS: 194.1 [M+H]+; TLC: Rf=0.05 (DCM/MeOH, 9:1). Reactants: ClC=1C=C(C=C(C1)Cl)NCCNCC(CC=C)C1=CC=C(C=C1)I (N-(3,5-dichloro-phenyl)-N′-[2-(4-iodo-phenyl)-pent-4-enyl]-ethane-1,2-diamine), C1=CN(C=N1)C(=O)N2C=CN=C2 (CDI). Run in CCOC(=O)C (EtOAc), C1(=CC=CC=C1)C (toluene). Conditions: temperature 100 celsius. Product: ClC=1C=C(C=C(C1)Cl)N1C(N(CC1)CC(CC=C)C1=CC=C(C=C1)I)=O (1-(3,5-dichloro-phenyl)-3-[2-(4-iodo-phenyl)-pent-4-enyl]-imidazolidin-2-one). The yield is 31.5%. Reaction SMILES: [Cl:1][C:2]1[CH:3]=[C:4]([NH:9][CH2:10][CH2:11][NH:12][CH2:13][CH:14]([C:18]2[CH:23]=[CH:22][C:21]([I:24])=[CH:20][CH:19]=2)[CH2:15][CH:16]=[CH2:17])[CH:5]=[C:6]([Cl:8])[CH:7]=1.C1N=CN([C:30](N2C=NC=C2)=[O:31])C=1>C1(C)C=CC=CC=1.CCOC(C)=O>[Cl:1][C:2]1[CH:3]=[C:4]([N:9]2[CH2:10][CH2:11][N:12]([CH2:13][CH:14]([C:18]3[CH:19]=[CH:20][C:21]([I:24])=[CH:22][CH:23]=3)[CH2:15][CH:16]=[CH2:17])[C:30]2=[O:31])[CH:5]=[C:6]([Cl:8])[CH:7]=1. Reported procedure: To a stirred solution of N-(3,5-dichloro-phenyl)-N′-[2-(4-iodo-phenyl)-pent-4-enyl]-ethane-1,2-diamine (0.386 g, 0.81 mmol) in toluene (10 mL) was added CDI (0.18 g, 1.1 mmol, 1.4 eq). The mixture was heated to 100° C. for 16 h, then cooled to room temperature, diluted with EtOAc (25 mL) and washed twice with saturated aqueous NaCl (25 mL). The organic extracts were dried over sodium sulfate, filtered and concentrated by rotary evaporation to give a dark brown oil. The crude product was purified... Starting materials: CC(=O)O (AcOH), N1CCCCC1 (Piperidine), COC=1C=C(C=O)C=CC1OC(CC)CC (3-methoxy-4-(pent-3-yloxy)benzaldehyde), C(=O)(O)CC(=O)NC1=C(C(=O)O)C=CC=C1 (2-[(carboxyacetyl)amino]benzoic acid). The solvent is C1(=CC=CC=C1)C (toluene). The product is COC=1C=C(C=CC1OC(CC)CC)/C=C/C(=O)NC1=C(C(=O)O)C=CC=C1 ((E)-2-[[3-(3-methoxy-4-(pent-3-yloxy)phenyl)-1-oxo-2-propenyl]amino]benzoic acid). The yield is 64.6%. Reaction SMILES: N1CCCCC1.[CH3:7][O:8][C:9]1[CH:10]=[C:11]([CH:14]=[CH:15][C:16]=1[O:17][CH:18]([CH2:21][CH3:22])[CH2:19][CH3:20])[CH:12]=O.C([CH2:26][C:27]([NH:29][C:30]1[CH:38]=[CH:37][CH:36]=[CH:35][C:31]=1[C:32]([OH:34])=[O:33])=[O:28])(O)=O.CC(O)=O>C1(C)C=CC=CC=1>[CH3:7][O:8][C:9]1[CH:10]=[C:11](/[CH:12]=[CH:26]/[C:27]([NH:29][C:30]2[CH:38]=[CH:37][CH:36]=[CH:35][C:31]=2[C:32]([OH:34])=[O:33])=[O:28])[CH:14]=[CH:15][C:16]=1[O:17][CH:18]([CH2:21][CH3:22])[CH2:19][CH3:20]. Reported procedure: Piperidine (220 μL, 2.2 mmol) was added to a suspension of 3-methoxy-4-(pent-3-yloxy)benzaldehyde (0.50 g, 2.2 mmol) and 2-[(carboxyacetyl)amino]benzoic acid (0.46 g, 2.1 mmol) in toluene (5 mL) and treated according to Procedure 2, acidifying with 20% AcOH. The crude product was recrystallised from EtOH/water providing (E)-2-[[3-(3-methoxy-4-(pent-3-yloxy)phenyl)-1-oxo-2-propenyl]amino]benzoic acid (0.52 g, 66%) as a yellow crystalline solid; mp 82-85° C.; δH (400 MHz, DMSO-d6) 0.88 (t, J=7.2 H... Starting materials: OB(C1=CC=C(C(=O)O)C=C1)O (4-(dihydroxyboryl)benzoic acid), C(CCO)O (1,3-propanediol). The solvent is C1(=CC=CC=C1)C (toluene). Conditions: time 6 hour. Product: O1B(OCCC1)C1=CC=C(C(=O)O)C=C1 (4-(1,3,2-dioxaborinan-2-yl)benzoic acid). RXN SMILES: [OH:1][B:2]([OH:12])[C:3]1[CH:11]=[CH:10][C:6]([C:7]([OH:9])=[O:8])=[CH:5][CH:4]=1.[CH2:13](O)[CH2:14][CH2:15]O>C1(C)C=CC=CC=1>[O:1]1[CH2:15][CH2:14][CH2:13][O:12][B:2]1[C:3]1[CH:11]=[CH:10][C:6]([C:7]([OH:9])=[O:8])=[CH:5][CH:4]=1. Procedure details: A mixture of 4-(dihydroxyboryl)benzoic acid (30.00 g, 181 mmol) and 1,3-propanediol (15.20 g, 200 mmol) in toluene (750 mL) at 140° C. was stirred for 6 hours while collecting the water removed by azeotrope formation. The mixture was concentrated to provide the desired product. The reactants are CCO, COc1cccc(C(=O)O)c1[N+](=O)[O-]. Product: COc1cccc(C(=O)O)c1N. Reaction SMILES: [CH3:15][CH2:16][OH:17].[N+:1]([O-:2])(=[O:3])[c:4]1[c:5]([C:6](=[O:7])[OH:8])[cH:9][cH:10][cH:11][c:12]1[O:13][CH3:14]>>[NH2:1][c:4]1[c:5]([C:6](=[O:7])[OH:8])[cH:9][cH:10][cH:11][c:12]1[O:13][CH3:14]. Reactants: ClC=1C(=C(C=CC1)[C@H]1[C@@H](N[C@H]([C@]1(C#N)C1=C(C=C(C=C1)Cl)F)CC(C)(C)C)C(=O)NC1=C(C=C(C(=O)O)C=C1)OC)F (4-((2R,3S,4R,5S)-3-(3-chloro-2-fluorophenyl)-4-(4-chloro-2-fluorophenyl)-4-cyano-5-neopentylpyrrolidine-2-carboxamido)-3-methoxybenzoic acid), ClCC(=O)NCC1OC(OC1)(C)C (2-chloro-N-((2,2-dimethyl-1,3-dioxolan-4-yl)methyl)acetamide), CN(C=O)C (dimethyl formamide). The solvent is O (water). Conditions: temperature 50 celsius. Yields the product CC1(OCC(O1)CNC(=O)COC(C1=CC(=C(C=C1)NC(=O)[C@@H]1N[C@H]([C@]([C@H]1C1=C(C(=CC=C1)Cl)F)(C#N)C1=C(C=C(C=C1)Cl)F)CC(C)(C)C)OC)=O)C (4-{[(2R,3S,4R,5S)-4-(4-chloro-2-fluoro-phenyl)-3-(3-chloro-2-fluoro-phenyl)-4-cyano-5-(2,2-dimethyl-propyl)-pyrrolidine-2-carbonyl]-amino}-3-methoxy-benzoic acid [(2,2-dimethyl-[1,3]dioxolan-4-ylmethyl)-carbamoyl]-methyl ester). Isolated yield 24.0%. RXN SMILES: [Cl:1][C:2]1[C:3]([F:42])=[C:4]([C@@H:8]2[C@:12]([C:15]3[CH:20]=[CH:19][C:18]([Cl:21])=[CH:17][C:16]=3[F:22])([C:13]#[N:14])[C@H:11]([CH2:23][C:24]([CH3:27])([CH3:26])[CH3:25])[NH:10][C@H:9]2[C:28]([NH:30][C:31]2[CH:39]=[CH:38][C:34]([C:35]([OH:37])=[O:36])=[CH:33][C:32]=2[O:40][CH3:41])=[O:29])[CH:5]=[CH:6][CH:7]=1.Cl[CH2:44][C:45]([NH:47][CH2:48][CH:49]1[CH2:53][O:52][C:51]([CH3:55])([CH3:54])[O:50]1)=[O:46].CN(C)C=O>O>[CH3:54][C:51]1([CH3:55])[O:50][CH:49]([CH2:48][NH:47][C:45]([CH2:44][O:36][C:35](=[O:37])[C:34]2[CH:38]=[CH:39][C:31]([NH:30][C:28]([C@H:9]3[C@H:8]([C:4]4[CH:5]=[CH:6][CH:7]=[C:2]([Cl:1])[C:3]=4[F:42])[C@:12]([C:15]4[CH:20]=[CH:19][C:18]([Cl:21])=[CH:17][C:16]=4[F:22])([C:13]#[N:14])[C@H:11]([CH2:23][C:24]([CH3:26])([CH3:27])[CH3:25])[NH:10]3)=[O:29])=[C:32]([O:40][CH3:41])[CH:33]=2)=[O:46])[CH2:53][O:52]1. Procedure details: In a 15 mL pressure tube, 4-((2R,3S,4R,5S)-3-(3-chloro-2-fluorophenyl)-4-(4-chloro-2-fluorophenyl)-4-cyano-5-neopentylpyrrolidine-2-carboxamido)-3-methoxybenzoic acid (prepared as described in US20100152190A1, 300 mg, 487 μmol) and 2-chloro-N-((2,2-dimethyl-1,3-dioxolan-4-yl)methyl)acetamide (101 mg, 487 μmol) were combined with dry dimethyl formamide (5 mL) to give a white suspension. The tube was capped and heated at 50° C. overnight. The reaction mixture was cooled down to room temperature. I... Starting materials: C(C)C1C(CC(C(C(OC(C2CCCCN2C(C(C2(C(CC(C(C(CC(CC(=C1)C)C)OC)O2)OC)C)O)=O)=O)=O)C(=CC2CC(C(CC2)OC=2C=C1C=C(NC1=CC2)C(C)O[Si](C)(C)C(C)(C)C)O)C)C)O)=O (17-ethyl-1,14-dihydroxy-12-[2'-(3"-hydroxy-4"-(1-t-butyl-dimethylsilyloxyethylindol-5-yl)oxycyclohexyl)-1'-methylvinyl]-23,25-dimethoxy-13,19,21,27-tetramethyl-11,28-dioxa-4-azatricyclo[22.3.1.04,9 ]octacos-18-ene-2,3,10,16-tetraone), C1(=CC=C(C=C1)S(=O)(=O)O)C (p-toluene sulfonic acid). Run in C(Cl)Cl (CH2Cl2), CO (CH3OH). Run at time 3 hour. Yields the product C(C)C1C(CC(C(C(OC(C2CCCCN2C(C(C2(C(CC(C(C(CC(CC(=C1)C)C)OC)O2)OC)C)O)=O)=O)=O)C(=CC2CC(C(CC2)OC=2C=C1C=C(NC1=CC2)C(C)O)O)C)C)O)=O (17-Ethyl-1,14-dihydroxy-12-[2'-(3"-hydroxy-4"-(1-hydroxyethylindol-5-yl)oxycyclohexyl)-1'-methylvinyl]-23,25-dimethoxy-13,19,21,27-tetramethyl-11,28-dioxa-4-azatricyclo[22.3.1.04,9 ]octacos-18-ene-2,3,10,16-tetraone). The yield is 67.9%. Reaction SMILES: [CH2:1]([CH:3]1[CH:29]=[C:28]([CH3:30])[CH2:27][CH:26]([CH3:31])[CH2:25][CH:24]([O:32][CH3:33])[CH:23]2[O:34][C:19]([OH:38])([CH:20]([CH3:37])[CH2:21][CH:22]2[O:35][CH3:36])[C:18](=[O:39])[C:17](=[O:40])[N:16]2[CH:11]([CH2:12][CH2:13][CH2:14][CH2:15]2)[C:10](=[O:41])[O:9][CH:8]([C:42]([CH3:71])=[CH:43][CH:44]2[CH2:49][CH2:48][CH:47]([O:50][C:51]3[CH:52]=[C:53]4[C:57](=[CH:58][CH:59]=3)[NH:56][C:55]([CH:60]([O:62][Si](C(C)(C)C)(C)C)[CH3:61])=[CH:54]4)[CH:46]([OH:70])[CH2:45]2)[CH:7]([CH3:72])[CH:6]([OH:73])[CH2:5][C:4]1=[O:74])[CH3:2].C1(C)C=CC(S(O)(=O)=O)=CC=1>C(Cl)Cl.CO>[CH2:1]([CH:3]1[CH:29]=[C:28]([CH3:30])[CH2:27][CH:26]([CH3:31])[CH2:25][CH:24]([O:32][CH3:33])[CH:23]2[O:34][C:19]([OH:38])([CH:20]([CH3:37])[CH2:21][CH:22]2[O:35][CH3:36])[C:18](=[O:39])[C:17](=[O:40])[N:16]2[CH:11]([CH2:12][CH2:13][CH2:14][CH2:15]2)[C:10](=[O:41])[O:9][CH:8]([C:42]([CH3:71])=[CH:43][CH:44]2[CH2:49][CH2:48][CH:47]([O:50][C:51]3[CH:52]=[C:53]4[C:57](=[CH:58][CH:59]=3)[NH:56][C:55]([CH:60]([OH:62])[CH3:61])=[CH:54]4)[CH:46]([OH:70])[CH2:45]2)[CH:7]([CH3:72])[CH:6]([OH:73])[CH2:5][C:4]1=[O:74])[CH3:2]. Procedure details: To a solution of 17-ethyl-1,14-dihydroxy-12-[2'-(3"-hydroxy-4"-(1-t-butyl-dimethylsilyloxyethylindol-5-yl)oxycyclohexyl)-1'-methylvinyl]-23,25-dimethoxy-13,19,21,27-tetramethyl-11,28-dioxa-4-azatricyclo[22.3.1.04,9 ]octacos-18-ene-2,3,10,16-tetraone (74mg) in CH2Cl2 (2 mL.) at rt was added a solution of p-toluene sulfonic acid (10 mg.) in CH3OH (2 mL.). The reaction mixture was stirred for 3 hr., quenched with saturated NaHCO3, then extracted with CH2Cl2. The extracts were combined, dried over N...